Dataset: the Open Reaction Database (ORD), a public repository of structured organic reaction records. Task: describe an organic reaction: reactants, conditions, products, and yield Reactants: ClCCl, COC(CNCc1ccc(F)c(F)c1C)OC, Cc1ccc(S(=O)(=O)Cl)cc1, c1ccncc1. Yields the product COC(CN(Cc1ccc(F)c(F)c1C)S(=O)(=O)c1ccc(C)cc1)OC. RXN SMILES: [Cl:35][CH2:36][Cl:37].[F:1][c:2]1[c:3]([CH3:17])[c:4]([CH2:5][NH:6][CH2:7][CH:8]([O:9][CH3:10])[O:11][CH3:12])[cH:13][cH:14][c:15]1[F:16].[c:24]1([CH3:34])[cH:25][cH:26][c:27]([S:30](=[O:31])(=[O:32])[Cl:33])[cH:28][cH:29]1.[cH:18]1[cH:19][cH:20][n:21][cH:22][cH:23]1>>[F:1][c:2]1[c:3]([CH3:17])[c:4]([CH2:5][N:6]([CH2:7][CH:8]([O:9][CH3:10])[O:11][CH3:12])[S:30]([c:27]2[cH:26][cH:25][c:24]([CH3:34])[cH:29][cH:28]2)(=[O:31])=[O:32])[cH:13][cH:14][c:15]1[F:16]. As a reaction SMILES: [CH2:20]1[O:21][CH2:22][CH2:23][CH2:24]1.[NH2:1][C:2](=[O:3])[CH:4]([C:5]([CH3:6])([CH3:7])[CH3:8])[NH:9][C:10](=[O:11])[O:12][CH2:13][c:14]1[cH:15][cH:16][cH:17][cH:18][cH:19]1>>[NH2:1][C:2](=[O:3])[CH:4]([C:5]([CH3:6])([CH3:7])[CH3:8])[NH2:9]. The product is CC(C)(C)C(N)C(N)=O. Reactants: C1CCOC1, CC(C)(C)C(NC(=O)OCc1ccccc1)C(N)=O. Reactants: C(C)(=O)OCC (Ethyl acetate), BrC=1C=C(C=C2CCNC12)OC (7-bromo-5-methoxyindoline), ClC1=NC(=CC2=C1N=NN2C(CC)CC)C (4-chloro-1-[1-ethylpropyl]-6-methyl-1H-1,2,3-triazolo[4,5-c]pyridine), C[Si](C)(C)[N-][Si](C)(C)C.[Na+] (sodium bis(trimethylsilyl)amide). The solvent is C1CCOC1 (THF). Reaction conditions: time 1 hour. Yields the product BrC=1C=C(C=C2CCN(C12)C1=NC(=CC2=C1N=NN2C(CC)CC)C)OC (4-(7-bromo-5-methoxy-2,3-dihydro-1H-indol-1-yl)-1-[1-ethylpropyl)-6-methyl-1H-1,2,3-triazolo[4,5-c]pyridine). Isolated yield 74.6%. RXN SMILES: [Br:1][C:2]1[CH:3]=[C:4]([O:11][CH3:12])[CH:5]=[C:6]2[C:10]=1[NH:9][CH2:8][CH2:7]2.Cl[C:14]1[C:19]2[N:20]=[N:21][N:22]([CH:23]([CH2:26][CH3:27])[CH2:24][CH3:25])[C:18]=2[CH:17]=[C:16]([CH3:28])[N:15]=1.C[Si]([N-][Si](C)(C)C)(C)C.[Na+].C(OCC)(=O)C>C1COCC1>[Br:1][C:2]1[CH:3]=[C:4]([O:11][CH3:12])[CH:5]=[C:6]2[C:10]=1[N:9]([C:14]1[C:19]3[N:20]=[N:21][N:22]([CH:23]([CH2:26][CH3:27])[CH2:24][CH3:25])[C:18]=3[CH:17]=[C:16]([CH3:28])[N:15]=1)[CH2:8][CH2:7]2 |f:2.3|. Reported procedure: Part E: To 7-bromo-5-methoxyindoline (382 mg) and 4-chloro-1-[1-ethylpropyl]-6-methyl-1H-1,2,3-triazolo[4,5-c]pyridine (400 mg) in THF (2.0 mL) was added sodium bis(trimethylsilyl)amide (1.0 M in THF, 15 mL) at 0° C. The reaction was warmed to ambient temperature and stirred for 1 hour. Ethyl acetate (150 mL) was added and washed with water and brine. The organics were dried over MgSO4 and concentrated. The crude product was chromatographed on silica gel using ethyl acetate/hexane (1:4) as eluen... Reactants: C1C(CC2=CC=CC=C12)C(=O)N1CC2C(C2C1)(C)C=1C=C(C=CC1)NS(=O)(=O)C (N-{3-[3-(2,3-dihydro-1H-inden-2-ylcarbonyl)-6-methyl-3-azabicyclo[3.1.0]hex-6-yl]phenyl}methanesulfonamide), [H-].[Al+3].[Li+].[H-].[H-].[H-] (lithium aluminium hydride), O (water), C(O)([O-])=O.[Na+] (sodium hydrogen carbonate). Solvent: O1CCCC1 (tetrahydrofuran), C(C)(=O)OCC (ethyl acetate). Conditions: time 3 hour. The product is C1C(CC2=CC=CC=C12)CN1CC2C(C2C1)(C)C=1C=C(C=CC1)NS(=O)(=O)C (N-{3-[3-(2,3-Dihydro-1H-inden-2-ylmethyl)-6-methyl-3-azabicyclo[3.1.0]hex-6-yl]phenyl}methanesulfonamide). Yield: 68.0%. Reaction SMILES: [CH2:1]1[C:9]2[C:4](=[CH:5][CH:6]=[CH:7][CH:8]=2)[CH2:3][CH:2]1[C:10]([N:12]1[CH2:17][CH:16]2[CH:14]([C:15]2([C:19]2[CH:20]=[C:21]([NH:25][S:26]([CH3:29])(=[O:28])=[O:27])[CH:22]=[CH:23][CH:24]=2)[CH3:18])[CH2:13]1)=O.[H-].[Al+3].[Li+].[H-].[H-].[H-].O.C(=O)([O-])O.[Na+]>O1CCCC1.C(OCC)(=O)C>[CH2:1]1[C:9]2[C:4](=[CH:5][CH:6]=[CH:7][CH:8]=2)[CH2:3][CH:2]1[CH2:10][N:12]1[CH2:13][CH:14]2[CH:16]([C:15]2([C:19]2[CH:20]=[C:21]([NH:25][S:26]([CH3:29])(=[O:27])=[O:28])[CH:22]=[CH:23][CH:24]=2)[CH3:18])[CH2:17]1 |f:1.2.3.4.5.6,8.9|. Procedure: To a solution of N-{3-[3-(2,3-dihydro-1H-inden-2-ylcarbonyl)-6-methyl-3-azabicyclo[3.1.0]hex-6-yl]phenyl}methanesulfonamide (Preparation 115, 94 mg, 0.23 mmol) in anhydrous tetrahydrofuran (2 ml) under a nitrogen atmosphere at 0° C. was added dropwise lithium aluminium hydride (1.0M solution in tetrahydrofuran, 0.40 ml, 0.40 mmol) and the mixture was stirred at room temperature for 3 h. The rapidly stirred reaction mixture was treated sequentially with water (0.40 ml), sodium hydrogen carbonate ... The reactants are NC1=CC=C(CC2=NC=3N(C(N(C(C3N2)=O)CC2=C(C=CC=C2)F)=O)CCCC)C=C1 (8-(4-amino-benzyl)-3-butyl-1-(2-fluoro-benzyl)-3,7-dihydro-purine-2,6-dione), ClC=1C=C(C=CC1F)S(=O)(=O)Cl (3-chloro-4-fluoro-benzenesulfonyl chloride). Product: C(CCC)N1C(N(C(C=2NC(=NC12)CC1=CC=C(C=C1)NS(=O)(=O)C1=CC(=C(C=C1)F)Cl)=O)CC1=C(C=CC=C1)F)=O (N-{4-[3-Butyl-1-(2-fluoro-benzyl)-2,6-dioxo-2,3,6,7-tetrahydro-1H-purin-8-ylmethyl]-phenyl}-3-chloro-4-fluoro-benzenesulfonamide). RXN SMILES: [NH2:1][C:2]1[CH:31]=[CH:30][C:5]([CH2:6][C:7]2[NH:15][C:14]3[C:13](=[O:16])[N:12]([CH2:17][C:18]4[CH:23]=[CH:22][CH:21]=[CH:20][C:19]=4[F:24])[C:11](=[O:25])[N:10]([CH2:26][CH2:27][CH2:28][CH3:29])[C:9]=3[N:8]=2)=[CH:4][CH:3]=1.[Cl:32][C:33]1[CH:34]=[C:35]([S:40](Cl)(=[O:42])=[O:41])[CH:36]=[CH:37][C:38]=1[F:39]>>[CH2:26]([N:10]1[C:9]2[N:8]=[C:7]([CH2:6][C:5]3[CH:4]=[CH:3][C:2]([NH:1][S:40]([C:35]4[CH:36]=[CH:37][C:38]([F:39])=[C:33]([Cl:32])[CH:34]=4)(=[O:42])=[O:41])=[CH:31][CH:30]=3)[NH:15][C:14]=2[C:13](=[O:16])[N:12]([CH2:17][C:18]2[CH:23]=[CH:22][CH:21]=[CH:20][C:19]=2[F:24])[C:11]1=[O:25])[CH2:27][CH2:28][CH3:29]. Procedure details: Prepared from 8-(4-amino-benzyl)-3-butyl-1-(2-fluoro-benzyl)-3,7-dihydro-purine-2,6-dione and 3-chloro-4-fluoro-benzenesulfonyl chloride. Purity (ELSD, based on MW=614.1)=95%. Reactants: O=C(NC1CCN(CCCCl)CC1)c1ccccc1, Cc1cc(=O)n(C)c2cc(O)ccc12, COC(C)O. The product is Cc1cc(=O)n(C)c2cc(OCCCN3CCC(NC(=O)c4ccccc4)CC3)ccc12. RXN SMILES: [C:15]([c:16]1[cH:17][cH:18][cH:19][cH:20][cH:21]1)(=[O:22])[NH:23][CH:24]1[CH2:25][CH2:26][N:27]([CH2:30][CH2:31][CH2:32][Cl:33])[CH2:28][CH2:29]1.[CH3:1][n:2]1[c:3](=[O:14])[cH:4][c:5]([CH3:13])[c:6]2[cH:7][cH:8][c:9]([OH:12])[cH:10][c:11]12.[CH3:34][O:35][CH:36]([OH:37])[CH3:38]>>[CH3:1][n:2]1[c:3](=[O:14])[cH:4][c:5]([CH3:13])[c:6]2[cH:7][cH:8][c:9]([O:12][CH2:32][CH2:31][CH2:30][N:27]3[CH2:26][CH2:25][CH:24]([NH:23][C:15]([c:16]4[cH:17][cH:18][cH:19][cH:20][cH:21]4)=[O:22])[CH2:29][CH2:28]3)[cH:10][c:11]12. The reactants are O=[N+]([O-])N1CC([N+](=O)[O-])([N+](=O)[O-])C1, O=[N+]([O-])C1([N+](=O)[O-])CNC1, [NH4+], O=[N+]([O-])[O-]. Yields the product O=[N+]([O-])C1([N+](=O)[O-])C[NH2+]C1, O=[N+]([O-])[O-]. Reaction SMILES: [N+:11]([N:12]1[CH2:13][C:14]([N+:15]([O-:16])=[O:17])([N+:18]([O-:19])=[O:20])[CH2:21]1)([O-:22])=[O:23].[N+:1](=[O:2])([O-:3])[C:4]1([N+:8](=[O:9])[O-:10])[CH2:5][NH:6][CH2:7]1.[NH4+:24].[O-:25][N+:26]([O-:27])=[O:28]>>[N+:1](=[O:2])([O-:3])[C:4]1([N+:8](=[O:9])[O-:10])[CH2:5][NH2+:6][CH2:7]1.[O:25]=[N+:26]([O-:27])[O-:28]. The reactants are FC1=CC=C2C(=N1)N(C(N2)=O)C2=CC1=C(C=C2)OCO1 (1,3-Dihydro-5-fluoro-3-(3,4-methylenedioxyphenyl)imidazo[4,5-b]pyridin-2-one), [OH-].[K+] (potassium hydroxide), C(C=C)Br (allyl bromide). Solvent: CC(=O)C (acetone). Reaction conditions: time 20 minute. Yields the product FC1=CC=C2C(=N1)N(C(N2CC=C)=O)C2=CC1=C(C=C2)OCO1 (5-Fluoro-1-allyl-1,3-dihydro-3-(3,4-methylenedioxyphenyl)imidazo[4,5-b]pyridin-2-one). RXN SMILES: [F:1][C:2]1[N:7]=[C:6]2[N:8]([C:12]3[CH:17]=[CH:16][C:15]4[O:18][CH2:19][O:20][C:14]=4[CH:13]=3)[C:9](=[O:11])[NH:10][C:5]2=[CH:4][CH:3]=1.[OH-].[K+].[CH2:23](Br)[CH:24]=[CH2:25]>CC(C)=O>[F:1][C:2]1[N:7]=[C:6]2[N:8]([C:12]3[CH:17]=[CH:16][C:15]4[O:18][CH2:19][O:20][C:14]=4[CH:13]=3)[C:9](=[O:11])[N:10]([CH2:25][CH:24]=[CH2:23])[C:5]2=[CH:4][CH:3]=1 |f:1.2|. Procedure: Treat a suspension of 1.4 g. (0.005 mole) of the imidazopyridine product of Step D in 80 ml. of acetone with 560 mg. (0.01 mole) of powdered potassium hydroxide. Stir at room temperature for 20 minutes and add 1.21 g. (0.01 mole) of allyl bromide. Continue stirring overnight. Concentrate the reaction mixture to one-half volume and dilute with 75 ml. of water. Separate the solid product by filtration and crystalize from ethanol. Reactants: CC(=O)COc1ccc(C#N)cc1, [BH3-]C#N, CO, CC(=O)[O-], [NH4+], [Na+]. The product is CC(N)COc1ccc(C#N)cc1. As a reaction SMILES: [C:10](#[N:11])[c:12]1[cH:13][cH:14][c:15]([O:16][CH2:17][C:18]([CH3:19])=[O:20])[cH:21][cH:22]1.[C:6](#[N:7])[BH3-:8].[CH3:23][OH:24].[CH3:2][C:3](=[O:4])[O-:5].[NH4+:1].[Na+:9]>>[NH2:7][CH:18]([CH2:17][O:16][c:15]1[cH:14][cH:13][c:12]([C:10]#[N:11])[cH:22][cH:21]1)[CH3:19]. Reactants: IC=1C=CC(=NC1)C1=CC(OC2=C1C=C(C=C2)C#N)(C)C (4-(5-iodo-2-pyridyl)-2,2-dimethyl-2H-1-benzopyran-6-carbonitrile), C1(=CC=C(C=C1)[Sn](C)(C)C)C (p-tolyltrimethyltin), [Cl-].[Li+] (lithium chloride), N (ammonia). The reagents and catalysts are Cl[Pd]([P](C1=CC=CC=C1)(C2=CC=CC=C2)C3=CC=CC=C3)([P](C4=CC=CC=C4)(C5=CC=CC=C5)C6=CC=CC=C6)Cl (bis(triphenylphosphine)palladium dichloride). Run in CN(C=O)C (dimethylformamide), C(C)(=O)OCC (ethyl acetate). Product: CC1=CC=C(C=C1)C=1C=CC(=NC1)C1=CC(OC2=C1C=C(C=C2)C#N)(C)C (4-[5-(4-methylphenyl)-2-pyridyl]-2,2-dimethyl-2H-1-benzopyran-6-carbonitrile). Yield: 67.1%. RXN SMILES: I[C:2]1[CH:3]=[CH:4][C:5]([C:8]2[C:13]3[CH:14]=[C:15]([C:18]#[N:19])[CH:16]=[CH:17][C:12]=3[O:11][C:10]([CH3:21])([CH3:20])[CH:9]=2)=[N:6][CH:7]=1.[C:22]1([CH3:32])[CH:27]=[CH:26][C:25]([Sn](C)(C)C)=[CH:24][CH:23]=1.[Cl-].[Li+].N>CN(C)C=O.Cl[Pd](Cl)([P](C1C=CC=CC=1)(C1C=CC=CC=1)C1C=CC=CC=1)[P](C1C=CC=CC=1)(C1C=CC=CC=1)C1C=CC=CC=1.C(OCC)(=O)C>[CH3:32][C:22]1[CH:27]=[CH:26][C:25]([C:2]2[CH:3]=[CH:4][C:5]([C:8]3[C:13]4[CH:14]=[C:15]([C:18]#[N:19])[CH:16]=[CH:17][C:12]=4[O:11][C:10]([CH3:21])([CH3:20])[CH:9]=3)=[N:6][CH:7]=2)=[CH:24][CH:23]=1 |f:2.3,^1:43,62|. Procedure details: 440 mg of 4-(5-iodo-2-pyridyl)-2,2-dimethyl-2H-1-benzopyran-6-carbonitrile, 386 mg of p-tolyltrimethyltin, 144 mg of lithium chloride and 16 mg of bis(triphenylphosphine)palladium dichloride in 4 ml of dimethylformamide were heated at 100° C. for 2 hours. After cooling to room temperature 10% aqueous ammonia and ethyl acetate were added, the phases were separated and the aqueous phase was back-extracted with ethyl acetate. The combined organic phases were dried over sodium sulphate and evaporate...